describe an organic reaction: reactants, conditions, products, and yield From a dataset of the Open Reaction Database (ORD), a public repository of structured organic reaction records. Reactants: O=C([O-])[O-], CN(C)C=O, COC(=O)NCCCl, Oc1ccc(Oc2cc(F)cc(F)c2)cc1, [I-], [K+], [K+], [K+]. The product is COC(=O)NCCOc1ccc(Oc2cc(F)cc(F)c2)cc1. Reaction SMILES: [C:1](=[O:2])([O-:3])[O-:4].[CH3:33][N:34]([CH3:35])[CH:36]=[O:37].[CH3:9][O:10][C:11]([NH:12][CH2:13][CH2:14][Cl:15])=[O:16].[F:17][c:18]1[cH:19][c:20]([O:21][c:22]2[cH:23][cH:24][c:25]([OH:28])[cH:26][cH:27]2)[cH:29][c:30]([F:32])[cH:31]1.[I-:8].[K+:5].[K+:6].[K+:7]>>[CH3:9][O:10][C:11]([NH:12][CH2:13][CH2:14][O:28][c:25]1[cH:24][cH:23][c:22]([O:21][c:20]2[cH:19][c:18]([F:17])[cH:31][c:30]([F:32])[cH:29]2)[cH:27][cH:26]1)=[O:16]. The yield is 59.0%. Reported procedure: Prepared from 2-[(1-chloronaphthalen-2-yl)amino]ethanaminium chloride and thiophene-2-carbaldehyde in 59% yield as a white oil. As a reaction SMILES: [Cl-].[Cl:2][C:3]1[C:12]2[C:7](=[CH:8][CH:9]=[CH:10][CH:11]=2)[CH:6]=[CH:5][C:4]=1[NH:13][CH2:14][CH2:15][NH3+:16].[S:17]1[CH:21]=[CH:20][CH:19]=[C:18]1[CH:22]=O>>[Cl:2][C:3]1[C:12]2[C:7](=[CH:8][CH:9]=[CH:10][CH:11]=2)[CH:6]=[CH:5][C:4]=1[NH:13][CH2:14][CH2:15][NH:16][CH2:22][C:18]1[S:17][CH:21]=[CH:20][CH:19]=1 |f:0.1|. Product: ClC1=C(C=CC2=CC=CC=C12)NCCNCC=1SC=CC1 (N-(1-chloronaphthalen-2-yl)-N′-(thiophen-2-ylmethyl)ethane-1,2-diamine). Reactants: [Cl-].ClC1=C(C=CC2=CC=CC=C12)NCC[NH3+] (2-[(1-chloronaphthalen-2-yl)amino]ethanaminium chloride), S1C(=CC=C1)C=O (thiophene-2-carbaldehyde).